From a dataset of the Open Reaction Database (ORD), a public repository of structured organic reaction records. describe an organic reaction: reactants, conditions, products, and yield Starting materials: O=C(OC(Cl)(Cl)Cl)OC(Cl)(Cl)Cl, Nc1ccc2nc(NC3CCc4ccccc43)ccc2c1, NCCN1CCOCC1. Yields the product O=C(NCCN1CCOCC1)Nc1ccc2nc(NC3CCc4ccccc43)ccc2c1. RXN SMILES: [C:1]([O:2][C:3]([Cl:4])([Cl:5])[Cl:6])([O:7][C:8]([Cl:9])([Cl:10])[Cl:11])=[O:12].[CH:22]1([NH:31][c:32]2[n:33][c:34]3[cH:35][cH:36][c:37]([NH2:42])[cH:38][c:39]3[cH:40][cH:41]2)[CH2:23][CH2:24][c:25]2[cH:26][cH:27][cH:28][cH:29][c:30]21.[O:13]1[CH2:14][CH2:15][N:16]([CH2:19][CH2:20][NH2:21])[CH2:17][CH2:18]1>>[C:1](=[O:12])([NH:21][CH2:20][CH2:19][N:16]1[CH2:15][CH2:14][O:13][CH2:18][CH2:17]1)[NH:42][c:37]1[cH:36][cH:35][c:34]2[n:33][c:32]([NH:31][CH:22]3[CH2:23][CH2:24][c:25]4[cH:26][cH:27][cH:28][cH:29][c:30]43)[cH:41][cH:40][c:39]2[cH:38]1.